From a dataset of the Open Reaction Database (ORD), a public repository of structured organic reaction records. describe an organic reaction: reactants, conditions, products, and yield Reactants: C(C)(=O)OCC (ethyl acetate), [H-].[Na+] (Sodium hydride), C1=C(C=CC=2SC3=CC=CC=C3NC12)C#N (2-phenothiazinecarbonitrile), Cl.C1(=CC=C(C=C1)S(=O)(=O)OC(CN(CC)CC)C)C (1-diethylamino-2-propyl p-toluenesulphonate hydrochloride). Solvent: CN(C=O)C (N,N-dimethylformamide). Run at temperature 110 celsius, time 7 hour. Product: C(C)N(CC(C)N1C2=CC=CC=C2SC=2C=CC(=CC12)C#N)CC (10-[(2RS)-1-diethylamino-2-propyl]-2-phenothiazinecarbonitrile). As a reaction SMILES: [H-].[Na+].[CH:3]1[C:16]2[NH:15][C:14]3[C:9](=[CH:10][CH:11]=[CH:12][CH:13]=3)[S:8][C:7]=2[CH:6]=[CH:5][C:4]=1[C:17]#[N:18].Cl.C1(C)C=CC(S(O[CH:30]([CH3:37])[CH2:31][N:32]([CH2:35][CH3:36])[CH2:33][CH3:34])(=O)=O)=CC=1.C(OCC)(=O)C>CN(C)C=O>[CH2:33]([N:32]([CH2:35][CH3:36])[CH2:31][CH:30]([N:15]1[C:16]2[CH:3]=[C:4]([C:17]#[N:18])[CH:5]=[CH:6][C:7]=2[S:8][C:9]2[C:14]1=[CH:13][CH:12]=[CH:11][CH:10]=2)[CH3:37])[CH3:34] |f:0.1,3.4|. Reported procedure: Sodium hydride (19.2 g; in 50% strength dispersion in vaseline) is added in the course of 20 minutes to a solution of 2-phenothiazinecarbonitrile (44.86 g) in N,N-dimethylformamide (600 cc). The mixture obtained is then heated to 110° C., after which the solution of 1-diethylamino-2-propyl p-toluenesulphonate hydrochloride prepared above is added in the course of 35 minutes. The reaction mixture is stirred at 110° C. for 7 hours and then diluted, after cooling, with ethyl acetate (2 liters). The... Reactants: C(C1=CC=CC=C1)C(C(=O)OC)CC1=C(N(C2=CC=C(C=C12)OC)CC1=CC=C(C=C1)Br)C (Methyl 2-benzyl-3-[1-(p-bromobenzyl)-5-methoxy-2-methylindol-3-yl]propanoate), [Li+].[OH-] (LiOH). Solvent: C1CCOC1 (THF), CO (MeOH). Reaction conditions: time 30 hour. Yields the product C(C1=CC=CC=C1)C(C(=O)O)CC1=C(N(C2=CC=C(C=C12)OC)CC1=CC=C(C=C1)Br)C (2-Benzyl-3-[1-(p-bromobenzyl)-5-methoxy-2-methylindol-3-yl]propanoic acid). The yield is 76.2%. RXN SMILES: [CH2:1]([CH:8]([CH2:13][C:14]1[C:22]2[C:17](=[CH:18][CH:19]=[C:20]([O:23][CH3:24])[CH:21]=2)[N:16]([CH2:25][C:26]2[CH:31]=[CH:30][C:29]([Br:32])=[CH:28][CH:27]=2)[C:15]=1[CH3:33])[C:9]([O:11]C)=[O:10])[C:2]1[CH:7]=[CH:6][CH:5]=[CH:4][CH:3]=1.[Li+].[OH-]>C1COCC1.CO>[CH2:1]([CH:8]([CH2:13][C:14]1[C:22]2[C:17](=[CH:18][CH:19]=[C:20]([O:23][CH3:24])[CH:21]=2)[N:16]([CH2:25][C:26]2[CH:27]=[CH:28][C:29]([Br:32])=[CH:30][CH:31]=2)[C:15]=1[CH3:33])[C:9]([OH:11])=[O:10])[C:2]1[CH:3]=[CH:4][CH:5]=[CH:6][CH:7]=1 |f:1.2|. Procedure: To a room temperature solution of the methyl ester from Step 2 (40 mg, 0.08 mmol) in 3 mL THF and 5 mL MeOH was added 1 mL of 1M LiOH. The resulting solution was stirred 30 h at room temperature, then quenched with aqueous NH4Cl and concentrated in vacuo. The residue was partitioned between 1M HCl and EtOAc, washed with brine, dried over Na2SO4 and evaporated to give 30 mg of the title compound. Starting materials: C(C1=CC=CC=C1)OC(=O)N[C@@H]1[C@@H](C[C@@H](CC1)NC(OC(C)(C)C)=O)CS(=O)(=O)C(C)C (tert-butyl(1R,3R,4S)-4-benzyloxycarbonylamino-3-(isopropylsulfonylmethyl)cyclohexylcarbamate), Cl (HCl). Run in C(C)(=O)OCC (ethyl acetate), O1CCOCC1 (dioxane). Conditions: time 50 minute. Yields the product hydrochloride salt, N[C@H]1C[C@H]([C@H](CC1)NC(OCC1=CC=CC=C1)=O)CS(=O)(=O)C(C)C (benzyl (1S,2R,4R)-4-amino-2-(isopropylsulfonylmethyl)cyclohexylcarbamate). The yield is 114.6%. RXN SMILES: [CH2:1]([O:8][C:9]([NH:11][C@H:12]1[CH2:17][CH2:16][C@@H:15]([NH:18]C(=O)OC(C)(C)C)[CH2:14][C@H:13]1[CH2:26][S:27]([CH:30]([CH3:32])[CH3:31])(=[O:29])=[O:28])=[O:10])[C:2]1[CH:7]=[CH:6][CH:5]=[CH:4][CH:3]=1.Cl>C(OCC)(=O)C.O1CCOCC1>[NH2:18][C@@H:15]1[CH2:16][CH2:17][C@H:12]([NH:11][C:9](=[O:10])[O:8][CH2:1][C:2]2[CH:7]=[CH:6][CH:5]=[CH:4][CH:3]=2)[C@H:13]([CH2:26][S:27]([CH:30]([CH3:32])[CH3:31])(=[O:29])=[O:28])[CH2:14]1. Reported procedure: A solution of tert-butyl(1R,3R,4S)-4-benzyloxycarbonylamino-3-(isopropylsulfonylmethyl)cyclohexylcarbamate (111 mg) in ethyl acetate (4 mL) was treated with a solution of HCl in dioxane (4.0 M, 4 mL). The mixture was stirred at rt for 50 min, then was concentrated to provide the hydrochloride salt of benzyl (1S,2R,4R)-4-amino-2-(isopropylsulfonylmethyl)cyclohexylcarbamate (100 mg) as a white glassy solid. MS found: (M+H)+=369.2.